From a dataset of the Open Reaction Database (ORD), a public repository of structured organic reaction records. describe an organic reaction: reactants, conditions, products, and yield The reactants are C1(=CC=CC=C1)OC (anisole), BrC=1C=CC(=NC1OC)/C(=C/[C@H]1CCC(N1CC1=C(C=C(C=C1)OC)OC)=O)/C1=CC=C(C=C1)C(C)(C)C ((5R)-5-[(E)-2-(5-bromo-6-methoxypyridin-2-yl)-2-(4-tert-butylphenyl)ethenyl]-1-(2,4-dimethoxybenzyl)pyrrolidin-2-one). The solvent is FC(C(=O)O)(F)F (Trifluoroacetic acid). Reaction conditions: temperature 70 celsius, time 5 hour. Yields the product BrC=1C=CC(=NC1OC)/C(=C/[C@H]1CCC(N1)=O)/C1=CC=C(C=C1)C(C)(C)C ((5R)-5-[(E)-2-(5-Bromo-6-methoxypyridin-2-yl)-2-(4-tert-butylphenyl)ethenyl]pyrrolidin-2-one). RXN SMILES: C1(OC)C=CC=CC=1.[Br:9][C:10]1[CH:11]=[CH:12][C:13](/[C:18](/[C:37]2[CH:42]=[CH:41][C:40]([C:43]([CH3:46])([CH3:45])[CH3:44])=[CH:39][CH:38]=2)=[CH:19]/[C@@H:20]2[N:24](CC3C=CC(OC)=CC=3OC)[C:23](=[O:36])[CH2:22][CH2:21]2)=[N:14][C:15]=1[O:16][CH3:17]>FC(F)(F)C(O)=O>[Br:9][C:10]1[CH:11]=[CH:12][C:13](/[C:18](/[C:37]2[CH:38]=[CH:39][C:40]([C:43]([CH3:46])([CH3:45])[CH3:44])=[CH:41][CH:42]=2)=[CH:19]/[C@@H:20]2[NH:24][C:23](=[O:36])[CH2:22][CH2:21]2)=[N:14][C:15]=1[O:16][CH3:17]. Procedure: Trifluoroacetic acid (10 mL) and anisole (5 mL) were added to (5R)-5-[(E)-2-(5-bromo-6-methoxypyridin-2-yl)-2-(4-tert-butylphenyl)ethenyl]-1-(2,4-dimethoxybenzyl)pyrrolidin-2-one (950 mg), and the mixture was stirred at 70° C. for five hours. The reaction solution was concentrated under reduced pressure. The residue was purified by silica gel column chromatography (hexane:ethyl acetate=4:1→1:4) to give the title compound as a yellow amorphous (460 mg, 66%). Reactants: NC=1SC(=CC1C(=O)OCC)CC (Ethyl 2-amino-5-ethyl-thiophene-3-carboxylate), BrC=1C=CC(=C(C1)[N+](=O)[O-])F (5-bromo-2-fluoronitrobenzene). Solvent: CCO (EtOH). Yields the product BrC1=CC(=C(NC=2SC(=CC2C(=O)OCC)CC)C=C1)[N+](=O)[O-] (Ethyl 2-(4-bromo-2-nitroanilino)-5-ethyl-thiophene-3-carboxylate). As a reaction SMILES: [NH2:1][C:2]1[S:3][C:4]([CH2:12][CH3:13])=[CH:5][C:6]=1[C:7]([O:9][CH2:10][CH3:11])=[O:8].[Br:14][C:15]1[CH:16]=[CH:17][C:18](F)=[C:19]([N+:21]([O-:23])=[O:22])[CH:20]=1>CCO>[Br:14][C:15]1[CH:16]=[CH:17][C:18]([NH:1][C:2]2[S:3][C:4]([CH2:12][CH3:13])=[CH:5][C:6]=2[C:7]([O:9][CH2:10][CH3:11])=[O:8])=[C:19]([N+:21]([O-:23])=[O:22])[CH:20]=1. Procedure details: Ethyl 2-amino-5-ethyl-thiophene-3-carboxylate and 5-bromo-2-fluoronitrobenzene, m.p. 76°-78° C. (EtOH). Reactants: BrC(C)C (2-bromopropane), C(=O)(C(F)(F)F)O (TFA), C(=O)(OC(C)(C)C)N1C[C@H](OCC1)CC1=CC(=C(C=C1)O)Br (N-BOC-(R)-2-(3-bromo-4-hydroxybenzyl)morpholine), C(=O)(OC(C)(C)C)N1C[C@H](OCC1)CC1=CC(=CC=C1)C=CC=1C=NC=CC1 (N-Boc-(R)-2-(3-(2-(3-pyridinyl)vinyl)-benzyl)morpholine). The product is BrC=1C=C(C[C@@H]2CNCCO2)C=CC1OC(C)C ((R)-2-(3-Bromo-4-isopropoxy-benzyl)-morpholine), example 62. Isolated yield 52.0%. Reaction SMILES: C([N:8]1[CH2:13][CH2:12][O:11][C@H:10]([CH2:14][C:15]2[CH:20]=[CH:19][C:18]([OH:21])=[C:17]([Br:22])[CH:16]=2)[CH2:9]1)(OC(C)(C)C)=O.C(N1CCO[C@H](CC2C=CC=C(C=CC3C=NC=CC=3)C=2)C1)(O[C:26](C)([CH3:28])[CH3:27])=O.BrC(C)C.C(O)(C(F)(F)F)=O>>[Br:22][C:17]1[CH:16]=[C:15]([CH:20]=[CH:19][C:18]=1[O:21][CH:26]([CH3:28])[CH3:27])[CH2:14][C@H:10]1[O:11][CH2:12][CH2:13][NH:8][CH2:9]1. Procedure details: Example 62 was prepared using the same procedure as described for example 4, starting from N-BOC-(R)-2-(3-bromo-4-hydroxybenzyl)morpholine, example 4, intermediate (a), and 2-bromopropane. The resulting intermediate was deprotected with TFA as described for example 4 to yield the desired morpholine example 62 as a colorless oil (22 mg, 52% over 2 steps) after purification by HPLC. Starting materials: BrC1=CC=C(CC2=CN(C3=NC=CC=C32)[Si](C(C)C)(C(C)C)C(C)C)C=C1 (3-(4-Bromo-benzyl)-1-triisopropylsilanyl-1H-pyrrolo[2,3-b]pyridine), CC(C)([O-])C.[K+] (potassium tert-butoxide), C(C1=CC=CC=C1)N (benzylamine), C(C)(C)(C)P(C1=C(C=CC=C1)C1=CC=CC=C1)C(C)(C)C (2-[di(tert-butyl)phosphino]-1,1′-biphenyl). Reagents/catalysts: C=1C=CC(=CC1)/C=C/C(=O)/C=C/C2=CC=CC=C2.C=1C=CC(=CC1)/C=C/C(=O)/C=C/C2=CC=CC=C2.C=1C=CC(=CC1)/C=C/C(=O)/C=C/C2=CC=CC=C2.[Pd].[Pd] (tris(dibenzylideneacetone)dipalladium(0)). Run in C1(=CC=CC=C1)C (toluene), O (water). Yields the product C(C1=CC=CC=C1)NC1=CC=C(C=C1)CC1=CN(C2=NC=CC=C21)[Si](C(C)C)(C(C)C)C(C)C (Benzyl-[4-(1-triisopropylsilanyl-1H-pyrrolo[2,3-b]pyridin-3-ylmethyl)-phenyl]-amine). Reaction SMILES: Br[C:2]1[CH:27]=[CH:26][C:5]([CH2:6][C:7]2[C:15]3[C:10](=[N:11][CH:12]=[CH:13][CH:14]=3)[N:9]([Si:16]([CH:23]([CH3:25])[CH3:24])([CH:20]([CH3:22])[CH3:21])[CH:17]([CH3:19])[CH3:18])[CH:8]=2)=[CH:4][CH:3]=1.[CH2:28]([NH2:35])[C:29]1[CH:34]=[CH:33][CH:32]=[CH:31][CH:30]=1.C(P(C(C)(C)C)C1C=CC=CC=1C1C=CC=CC=1)(C)(C)C.CC(C)([O-])C.[K+]>C1C=CC(/C=C/C(/C=C/C2C=CC=CC=2)=O)=CC=1.C1C=CC(/C=C/C(/C=C/C2C=CC=CC=2)=O)=CC=1.C1C=CC(/C=C/C(/C=C/C2C=CC=CC=2)=O)=CC=1.[Pd].[Pd].O.C1(C)C=CC=CC=1>[CH2:28]([NH:35][C:2]1[CH:27]=[CH:26][C:5]([CH2:6][C:7]2[C:15]3[C:10](=[N:11][CH:12]=[CH:13][CH:14]=3)[N:9]([Si:16]([CH:23]([CH3:25])[CH3:24])([CH:20]([CH3:22])[CH3:21])[CH:17]([CH3:19])[CH3:18])[CH:8]=2)=[CH:4][CH:3]=1)[C:29]1[CH:34]=[CH:33][CH:32]=[CH:31][CH:30]=1 |f:3.4,5.6.7.8.9|. Reported procedure: 3-(4-Bromo-benzyl)-1-triisopropylsilanyl-1H-pyrrolo[2,3-b]pyridine (111, 330.0 mg, 0.74 mmol), benzylamine (160 mg, 1.5 mmol), 2-[di(tert-butyl)phosphino]-1,1′-biphenyl (15.0 mg, 0.05 mmol), tris(dibenzylideneacetone)dipalladium(0) (15.0 mg, 0.016 mmol), potassium tert-butoxide (100 mg, 0.89 mmol) and toluene (10.0 mL) were combined under an atmosphere of nitrogen. The reaction mixture was refluxed overnight, then poured into water and extracted with ethyl acetate. The organic layer was washed w... Starting materials: COc1cc(C=O)cc2c1OCCC2, Cc1nc(-c2ccc(N)cc2)no1, C[Si](C)(C)C#N, ClCCl. The product is COc1cc(C(C#N)Nc2ccc(-c3noc(C)n3)cc2)cc2c1OCCC2. RXN SMILES: [CH3:14][O:15][c:16]1[cH:17][c:18]([CH:26]=[O:27])[cH:19][c:20]2[c:25]1[O:24][CH2:23][CH2:22][CH2:21]2.[CH3:1][c:2]1[n:3][c:4](-[c:7]2[cH:8][cH:9][c:10]([NH2:13])[cH:11][cH:12]2)[n:5][o:6]1.[CH3:28][Si:29]([CH3:30])([CH3:31])[C:32]#[N:33].[Cl:34][CH2:35][Cl:36]>>[CH3:1][c:2]1[n:3][c:4](-[c:7]2[cH:8][cH:9][c:10]([NH:13][CH:26]([c:18]3[cH:17][c:16]([O:15][CH3:14])[c:25]4[c:20]([cH:19]3)[CH2:21][CH2:22][CH2:23][O:24]4)[C:32]#[N:33])[cH:11][cH:12]2)[n:5][o:6]1. Starting materials: C(C(=O)Cl)(=O)Cl (oxalylchloride), C(C)(=O)S[C@H]1C[C@H](N(C1)C(=O)OCC1=CC=C(C=C1)[N+](=O)[O-])C(=O)O ((2S,4S)-4-Acetylthio-1-(4-nitrobenzyloxycarbonyl)-2-carboxypyrrolidine), CN1CCOCC1 (N-methylmorpholine), acid chloride, N1N=NN=C1C=1C=C(N)C=CC1 (3-(1H-tetrazol-5-yl)aniline), CN1CCOCC1 (N-methylmorpholine), C(C(=O)Cl)(=O)Cl (oxalylchloride). The solvent is ClCCl (dichloromethane), ClCCl (dichloromethane), CN(C)C=O (DMF), CN(C)C=O (DMF). Reaction conditions: temperature -20 celsius, time 45 minute. The product is C[N+](=CCl)C.[Cl-] (Vilsmeier reagent), C(C)(=O)S[C@H]1C[C@H](N(C1)C(=O)OCC1=CC=C(C=C1)[N+](=O)[O-])C(NC1=CC(=CC=C1)C1=NN=NN1)=O ((2S,4S)-4-acetylthio-1-(4-nitrobenzyloxycarbonyl)-2-(3-(1H-tetrazol-5-yl)phenylcarbamoyl)pyrrolidine). Yield: 144.8%. RXN SMILES: [C:1]([Cl:6])(=O)C([Cl:4])=O.[C:7]([S:10][C@@H:11]1[CH2:15][N:14]([C:16]([O:18][CH2:19][C:20]2[CH:25]=[CH:24][C:23]([N+:26]([O-:28])=[O:27])=[CH:22][CH:21]=2)=[O:17])[C@H:13]([C:29]([OH:31])=O)[CH2:12]1)(=[O:9])[CH3:8].CN1CCOCC1.[NH:39]1[C:43]([C:44]2[CH:45]=[C:46]([CH:48]=[CH:49][CH:50]=2)[NH2:47])=[N:42][N:41]=[N:40]1>ClCCl.CN(C=O)C>[CH3:13][N+:14]([CH3:15])=[CH:1][Cl:6].[Cl-:4].[C:7]([S:10][C@@H:11]1[CH2:15][N:14]([C:16]([O:18][CH2:19][C:20]2[CH:21]=[CH:22][C:23]([N+:26]([O-:28])=[O:27])=[CH:24][CH:25]=2)=[O:17])[C@H:13]([C:29](=[O:31])[NH:47][C:46]2[CH:48]=[CH:49][CH:50]=[C:44]([C:43]3[NH:42][N:41]=[N:40][N:39]=3)[CH:45]=2)[CH2:12]1)(=[O:9])[CH3:8] |f:6.7|. Procedure: Vilsmeier reagent was prepared by treatment of DMF (0.72 ml, 9.25 mmol) in dichloromethane (40 ml) under argon with oxalylchloride (0.72 ml, 8.3 mmol) at -20° C. for 30 minutes (2S,4S)-4-Acetylthio-1-(4-nitrobenzyloxycarbonyl)-2-carboxypyrrolidine (3 g, 8.1 mmol) in dichloromethane (10 ml) was added, followed by N-methylmorpholine (1.1 ml, 10.1 mmol) and stirring continued at -20° C. for 45 minutes. Formation of the acid chloride was found to be incomplete so a further (0.4 ml, 4.6 mmol) oxalylc...